From a dataset of the Open Reaction Database (ORD), a public repository of structured organic reaction records. describe an organic reaction: reactants, conditions, products, and yield Reactants: C1CCOC1, Fc1ccc(CBr)cc1, C1CCC2=NCCCN2CC1, c1nc[nH]n1. Reaction SMILES: [CH2:26]1[O:27][CH2:28][CH2:29][CH2:30]1.[F:6][c:7]1[cH:8][cH:9][c:10]([CH2:11][Br:12])[cH:13][cH:14]1.[N:15]12[CH2:16][CH2:17][CH2:18][N:19]=[C:20]1[CH2:21][CH2:22][CH2:23][CH2:24][CH2:25]2.[nH:1]1[n:2][cH:3][n:4][cH:5]1>>[n:1]1([CH2:11][c:10]2[cH:9][cH:8][c:7]([F:6])[cH:14][cH:13]2)[n:2][cH:3][n:4][cH:5]1. Yields the product Fc1ccc(Cn2cncn2)cc1. The reactants are BrC1=CC(=CC2=C1N=C(S2)C2=CC=C(C=C2)OC)OC (4-bromo-6-methoxy-2-(4-methoxy-phenyl)-benzothiazole), C(C)(C)C1=C(C(=O)Cl)C=CC=C1OC (2-isopropyl-3-methoxy-benzoyl chloride). Yields the product BrC1=CC(=CC2=C1N=C(S2)C2=C(C(=CC=C2)OC)C(C)C)OC (4-Bromo-6-methoxy-2-(2-isopropyl-3-methoxy-phenyl)-benzothiazole). Reaction SMILES: [Br:1][C:2]1[C:7]2[N:8]=C(C3C=CC(OC)=CC=3)[S:10][C:6]=2[CH:5]=[C:4]([O:19][CH3:20])[CH:3]=1.[CH:21]([C:24]1[C:32]([O:33][CH3:34])=[CH:31][CH:30]=[CH:29][C:25]=1[C:26](Cl)=O)([CH3:23])[CH3:22]>>[Br:1][C:2]1[C:7]2[N:8]=[C:26]([C:25]3[CH:29]=[CH:30][CH:31]=[C:32]([O:33][CH3:34])[C:24]=3[CH:21]([CH3:23])[CH3:22])[S:10][C:6]=2[CH:5]=[C:4]([O:19][CH3:20])[CH:3]=1. Procedure: The procedure was the same with 4-bromo-6-methoxy-2-(4-methoxy-phenyl)-benzothiazole except using 2-isopropyl-3-methoxy-benzoyl chloride instead of p-anisoyl chloride. Mass spec: MH+=392.